This data is from the Open Reaction Database (ORD), a public repository of structured organic reaction records. The task is: describe an organic reaction: reactants, conditions, products, and yield Reactants: CCCC[N+](CCCC)(CCCC)CCCC, C1CCOC1, C[Si](C)(C)C#Cc1ccc(CNC(=O)c2cccc3c2cnn3-c2ccc(F)cc2)cn1, CCOCC, [F-]. The product is C#Cc1ccc(CNC(=O)c2cccc3c2cnn3-c2ccc(F)cc2)cn1. As a reaction SMILES: [CH2:34]([N+:35]([CH2:36][CH2:37][CH2:38][CH3:39])([CH2:40][CH2:41][CH2:42][CH3:43])[CH2:44][CH2:45][CH2:46][CH3:47])[CH2:48][CH2:49][CH3:50].[CH2:51]1[O:52][CH2:53][CH2:54][CH2:55]1.[CH3:1][Si:2]([CH3:3])([CH3:4])[C:5]#[C:6][c:7]1[cH:8][cH:9][c:10]([CH2:13][NH:14][C:15](=[O:16])[c:17]2[c:18]3[cH:19][n:20][n:21](-[c:26]4[cH:27][cH:28][c:29]([F:32])[cH:30][cH:31]4)[c:22]3[cH:23][cH:24][cH:25]2)[cH:11][n:12]1.[CH3:56][CH2:57][O:58][CH2:59][CH3:60].[F-:33]>>[CH:5]#[C:6][c:7]1[cH:8][cH:9][c:10]([CH2:13][NH:14][C:15](=[O:16])[c:17]2[c:18]3[cH:19][n:20][n:21](-[c:26]4[cH:27][cH:28][c:29]([F:32])[cH:30][cH:31]4)[c:22]3[cH:23][cH:24][cH:25]2)[cH:11][n:12]1. Reactants: CC=1N=NSC1C(=O)O (4-Methyl-[1,2,3]thiadiazole-5-carboxylic acid), OS(=O)(=O)O (H2SO4), CO (methanol). Product: COC(=O)C1=C(N=NS1)C (4-Methyl-[1,2,3]thiadiazole-5-carboxylic acid methyl ester). Reaction SMILES: [CH3:1][C:2]1[N:3]=[N:4][S:5][C:6]=1[C:7]([OH:9])=[O:8].OS(O)(=O)=O.[CH3:15]O>>[CH3:15][O:8][C:7]([C:6]1[S:5][N:4]=[N:3][C:2]=1[CH3:1])=[O:9]. Procedure details: 4-Methyl-[1,2,3]thiadiazole-5-carboxylic acid (1.0 g, 6.94 mmol), concentrated H2SO4 (866 μL), and methanol (12 mL) were combined and heated to reflux for 15 h. The solvent was reduced by a rotary evaporator and the residue was poured into 15 g of ice. The reaction was neutralized with saturated aqueous NaHCO3. The solution was then extracted with CH2Cl2 (4×35 mL). The combined organics were dried over MgSO4, filtered, and concentrated on the rotary evaporator. The product was preadsorbed onto s...